This data is from the Open Reaction Database (ORD), a public repository of structured organic reaction records. The task is: describe an organic reaction: reactants, conditions, products, and yield The reactants are ClC1=NC=C(C(=C1)I)C (2-chloro-4-iodo-5-methylpyridine), NC1=C(C=CC=C1)S(=O)(=O)C(C)C (1-amino-2-(isopropylsulphonyl)benzene), CC1(C2=C(C(=CC=C2)P(C3=CC=CC=C3)C4=CC=CC=C4)OC5=C(C=CC=C51)P(C6=CC=CC=C6)C7=CC=CC=C7)C (XANTPHOS), C([O-])([O-])=O.[Cs+].[Cs+] (cesium carbonate). The reagents and catalysts are C(C)(=O)[O-].[Pd+2].C(C)(=O)[O-] (palladium acetate). The solvent is C1(=CC=CC=C1)C (toluene). Product: ClC1=NC=CC(=C1)NC1=C(C=CC=C1)S(=O)(=O)C(C)C (2-chloro-N-[2-(propan-2-ylsulfonyl)phenyl]pyridin-4-amine). As a reaction SMILES: [Cl:1][C:2]1[CH:7]=[C:6](I)[C:5](C)=[CH:4][N:3]=1.[NH2:10][C:11]1[CH:16]=[CH:15][CH:14]=[CH:13][C:12]=1[S:17]([CH:20]([CH3:22])[CH3:21])(=[O:19])=[O:18].CC1(C)C2C(=C(P(C3C=CC=CC=3)C3C=CC=CC=3)C=CC=2)OC2C(P(C3C=CC=CC=3)C3C=CC=CC=3)=CC=CC1=2.C(=O)([O-])[O-].[Cs+].[Cs+]>C1(C)C=CC=CC=1.C([O-])(=O)C.[Pd+2].C([O-])(=O)C>[Cl:1][C:2]1[CH:7]=[C:6]([NH:10][C:11]2[CH:16]=[CH:15][CH:14]=[CH:13][C:12]=2[S:17]([CH:20]([CH3:22])[CH3:21])(=[O:19])=[O:18])[CH:5]=[CH:4][N:3]=1 |f:3.4.5,7.8.9|. Procedure: To a solution of 2-chloro-4-iodo-5-methylpyridine (2.00 mmol) in 8 mL toluene is added 1-amino-2-(isopropylsulphonyl)benzene (2.20 mmol), palladium acetate (22.4 mg, 0.0100 mmol), XANTPHOS (69.4 mg, 0.120 mmol), and cesium carbonate (2.20 mmol). The mixture is purged with nitrogen, and can be subjected to microwaves at 100° C. until formation of 2-chloro-N-[2-(propan-2-ylsulfonyl)phenyl]pyridin-4-amine. The reaction mixture can then be concentrated and purified by silica gel chromatography. The reactants are [BH4-], CC(=O)Nc1ccc(SC#N)cc1[N+](=O)[O-], BrCc1ccccc1, CN(C)C=O, [Na+], O. Product: CC(=O)Nc1ccc(SCc2ccccc2)cc1[N+](=O)[O-]. RXN SMILES: [BH4-:22].[C:1]([CH3:2])(=[O:3])[NH:4][c:5]1[c:6]([N+:14](=[O:15])[O-:16])[cH:7][c:8]([S:11][C:12]#[N:13])[cH:9][cH:10]1.[CH2:24]([c:25]1[cH:26][cH:27][cH:28][cH:29][cH:30]1)[Br:31].[CH3:17][N:18]([CH3:19])[CH:20]=[O:21].[Na+:23].[OH2:32]>>[C:1]([CH3:2])(=[O:3])[NH:4][c:5]1[c:6]([N+:14](=[O:15])[O-:16])[cH:7][c:8]([S:11][CH2:12][c:25]2[cH:26][cH:27][cH:28][cH:29][cH:30]2)[cH:9][cH:10]1. Reactants: C1CO1 (Ethylene oxide), OCCN(C1=CC(=C(C=C1)O)[N+](=O)[O-])CCO (4-[bis(2-hydroxyethyl)-amino]-2-nitrophenol), C1CO1 (ethylene oxide), C (charcoal), OCCNC1=CC(=C(C=C1)O)[N+](=O)[O-] (4-(2-hydroxyethylamino)-2-nitrophenol), NC1=CC(=C(C=C1)O)[N+](=O)[O-] (4-amino-2-nitrophenol). Run in COCCOC (1,2-dimethoxyethane), O (water). Reaction conditions: temperature 60 celsius, time 15 minute. Product: OCCNC1=CC(=C(C=C1)O)N (4-(2-hydroxyethylamino)-2-aminophenol). Reaction SMILES: [OH:1][CH2:2][CH2:3][N:4](CCO)[C:5]1[CH:10]=[CH:9][C:8]([OH:11])=[C:7]([N+:12]([O-])=O)[CH:6]=1.OCCNC1C=CC(O)=C([N+]([O-])=O)C=1.C1OC1.C.NC1C=CC(O)=C([N+]([O-])=O)C=1>COCCOC.O>[OH:1][CH2:2][CH2:3][NH:4][C:5]1[CH:10]=[CH:9][C:8]([OH:11])=[C:7]([NH2:12])[CH:6]=1. Reported procedure: Preparation of 4-[bis(2-hydroxyethyl)-amino]-2-nitrophenol by ethoxylation (B5.c): 397 g (2 mol) 4-(2-hydroxyethylamino)-2-nitrophenol is added to a mixture of 1.6 liters of water and 1.1 liters of 1,2-dimethoxyethane. The system is closed with a bubble counter and heated with stirring to 60° C. Ethylene oxide is conducted into this solution so that no ethylene oxide escapes through the bubble counter. After 5 hours the temperature is increased to 85° C., 9.2 g activated charcoal and 4.6 g Celit... The reagents and catalysts are CN(C)C=1C=CN=CC1 (DMAP). Yield: 60.3%. Run in CCCCCC (n-hexane). Procedure: In the similar fashion using route 14 general procedure 27, 8-aminoquinoline (200 mg, 1.38 mmol), 2-chlorobenzenesulfonyl chloride (300 mg, 1.3 mmol) and DMAP (cat.) gave the title compound (250 mg, 58%) after trituration from n-hexane. Product: ClC1=C(C=CC=C1)S(=O)(=O)NC=1C=CC=C2C=CC=NC12 (2-Chloro-N-quinolin-8-yl-benzenesulfonamide). The reactants are NC=1C=CC=C2C=CC=NC12 (8-aminoquinoline), ClC1=C(C=CC=C1)S(=O)(=O)Cl (2-chlorobenzenesulfonyl chloride). Reaction SMILES: [NH2:1][C:2]1[CH:3]=[CH:4][CH:5]=[C:6]2[C:11]=1[N:10]=[CH:9][CH:8]=[CH:7]2.[Cl:12][C:13]1[CH:18]=[CH:17][CH:16]=[CH:15][C:14]=1[S:19](Cl)(=[O:21])=[O:20]>CN(C1C=CN=CC=1)C.CCCCCC>[Cl:12][C:13]1[CH:18]=[CH:17][CH:16]=[CH:15][C:14]=1[S:19]([NH:1][C:2]1[CH:3]=[CH:4][CH:5]=[C:6]2[C:11]=1[N:10]=[CH:9][CH:8]=[CH:7]2)(=[O:21])=[O:20]. The reactants are C(C)N(C(C)C)C(C)C (N-ethyl-N-isopropylpropan-2-amine), BrC=1C(=NN(C1C)CC(=O)O)C (2-(4-bromo-3,5-dimethyl-1H-pyrazol-1-yl)acetic acid), N1CC(C1)O (azetidin-3-ol), C=1C=CC2=C(C1)N=NN2O (HOBt), C(CCl)Cl (EDC). Solvent: CN(C)C=O (DMF), CCOC(=O)C (EtOAc). Run at time 18 hour. The product is BrC=1C(=NN(C1C)CC(=O)N1CC(C1)O)C (2-(4-bromo-3,5-dimethyl-1H-pyrazol-1-yl)-1-(3-hydroxyazetidin-1-yl)ethanone). Reaction SMILES: [Br:1][C:2]1[C:3]([CH3:12])=[N:4][N:5]([CH2:8][C:9]([OH:11])=O)[C:6]=1[CH3:7].[NH:13]1[CH2:16][CH:15]([OH:17])[CH2:14]1.C1C=CC2N(O)N=NC=2C=1.C(Cl)CCl.C(N(C(C)C)C(C)C)C>CN(C=O)C.CCOC(C)=O>[Br:1][C:2]1[C:3]([CH3:12])=[N:4][N:5]([CH2:8][C:9]([N:13]2[CH2:16][CH:15]([OH:17])[CH2:14]2)=[O:11])[C:6]=1[CH3:7]. Procedure: To 2-(4-bromo-3,5-dimethyl-1H-pyrazol-1-yl)acetic acid (0.4 g, 1.716 mmol) in DMF (6 mL) were added azetidin-3-ol (0.151 g, 2.060 mmol), HOBt (0.301 g, 2.231 mmol), and EDC (0.461 g, 2.403 mmol), followed by N-ethyl-N-isopropylpropan-2-amine (1.495 mL, 8.58 mmol). The reaction mixture was stirred for 18 hours at room temperature. The crude reaction mixture was subsequently diluted with EtOAc, washed with brine, dried over Na2SO4, and concentrated to give the title compound, which was used withou...